Dataset: the Open Reaction Database (ORD), a public repository of structured organic reaction records. Task: describe an organic reaction: reactants, conditions, products, and yield Starting materials: CCC(=CCCC(C)=CCBr)CC, CN(C)C=O, [K+], [Na+], C1CCOC1, [OH-], [OH-], Oc1ccc2c(c1)OCC2. Product: CCC(=CCCC(C)=CCOc1ccc2c(c1)OCC2)CC. Reaction SMILES: [Br:13][CH2:14][CH:15]=[C:16]([CH2:17][CH2:18][CH:19]=[C:20]([CH2:21][CH3:22])[CH2:23][CH3:24])[CH3:25].[CH3:33][N:34]([CH3:35])[CH:36]=[O:37].[K+:12].[Na+:27].[O:28]1[CH2:29][CH2:30][CH2:31][CH2:32]1.[OH-:11].[OH-:26].[OH:1][c:2]1[cH:3][c:4]2[c:5]([cH:9][cH:10]1)[CH2:6][CH2:7][O:8]2>>[O:1]([c:2]1[cH:3][c:4]2[c:5]([cH:9][cH:10]1)[CH2:6][CH2:7][O:8]2)[CH2:14][CH:15]=[C:16]([CH2:17][CH2:18][CH:19]=[C:20]([CH2:21][CH3:22])[CH2:23][CH3:24])[CH3:25]. Reactants: C([O-])(O)=O.[Na+] (Sodium bicarbonate), C([O-])([O-])=O.[K+].[K+] (potassium carbonate), O1C(CCC=C1)=O (3,4-Dihydro-2H-pyron), C(C#CCO)O (2-butyne-1,4-di-ol), CC=1C=CC(=CC1)S(=O)(=O)O (p-TsOH). Run in O (Water), ClCCl (dichloromethane), C(Cl)Cl (DCM). Reaction conditions: time 4 hour. Yields the product O1C(CCCC1)OCC#CCO (4-(tetrahydro-pyran-2-yloxy)-but-2-yn-1-ol). The yield is 39.0%. Reaction SMILES: [O:1]1[CH:6]=[CH:5][CH2:4][CH2:3][C:2]1=[O:7].[CH2:8](O)[C:9]#[C:10][CH2:11][OH:12].CC1C=CC(S(O)(=O)=O)=CC=1.C(=O)(O)[O-].[Na+].C(=O)([O-])[O-].[K+].[K+]>ClCCl.O>[O:1]1[CH2:6][CH2:5][CH2:4][CH2:3][CH:2]1[O:7][CH2:8][C:9]#[C:10][CH2:11][OH:12] |f:3.4,5.6.7|. Reported procedure: 3,4-Dihydro-2H-pyron (18.3 mL, 0.196 mol) in dichloromethane (30 mL) was added dropwise over 30 minutes to a stirred solution of 2-butyne-1,4-di-ol (16.832 g, 0.194 mol) and p-TsOH (2.236 g, 11.58 mmol) in DCM (250 mL) at 0° C. After addition, the mixture was stirred at room temperature for 4 hours. Sodium bicarbonate (858 mg) was added. The mixture was stirred for another hour. Water (10 mL) was added, followed by addition of saturated aqueous potassium carbonate (150 mL). The organic phase was... The reactants are FC(F)C1(c2cccc(Br)c2)COCC(=S)N1, CO, N. Yields the product NC1=NC(c2cccc(Br)c2)(C(F)F)COC1. RXN SMILES: [Br:1][c:2]1[cH:3][c:4]([C:8]2([CH:15]([F:16])[F:17])[NH:9][C:10](=[S:14])[CH2:11][O:12][CH2:13]2)[cH:5][cH:6][cH:7]1.[CH3:19][OH:20].[NH3:18]>>[Br:1][c:2]1[cH:3][c:4]([C:8]2([CH:15]([F:16])[F:17])[N:9]=[C:10]([NH2:18])[CH2:11][O:12][CH2:13]2)[cH:5][cH:6][cH:7]1. The reactants are CC(C)OC(=O)Cl, ClCCl, Cc1cc(I)c(N)cc1C(F)(F)F, c1ccncc1. Yields the product Cc1cc(I)c(NC(=O)OC(C)C)cc1C(F)(F)F. Reaction SMILES: [Cl:1][C:2](=[O:3])[O:4][CH:5]([CH3:6])[CH3:7].[Cl:27][CH2:28][Cl:29].[I:8][c:9]1[c:10]([NH2:20])[cH:11][c:12]([C:16]([F:17])([F:18])[F:19])[c:13]([CH3:15])[cH:14]1.[cH:21]1[cH:22][cH:23][n:24][cH:25][cH:26]1>>[C:2](=[O:3])([O:4][CH:5]([CH3:6])[CH3:7])[NH:20][c:10]1[c:9]([I:8])[cH:14][c:13]([CH3:15])[c:12]([C:16]([F:17])([F:18])[F:19])[cH:11]1. Starting materials: C(O)([O-])=O.[Na+] (sodium hydrogencarbonate), O=C(CCN1C(C=2C(C1=O)=CC=CC2)=O)C (N-(3-oxobutyl)phthalimide), [OH-].[Na+] (sodium hydroxide), Cl.NO (hydroxylamine hydrochloride). Solvent: CO (methanol). Conditions: time 16 hour. Product: ON=C(CCN1C(C=2C(C1=O)=CC=CC2)=O)C (N-[3-(N-hydroxyimino)butyl]-phthalimide). Isolated yield 84.4%. As a reaction SMILES: O=[C:2]([CH3:16])[CH2:3][CH2:4][N:5]1[C:9](=[O:10])[C:8]2=[CH:11][CH:12]=[CH:13][CH:14]=[C:7]2[C:6]1=[O:15].Cl.[NH2:18][OH:19].[OH-].[Na+].C(=O)([O-])O.[Na+]>CO>[OH:19][N:18]=[C:2]([CH3:16])[CH2:3][CH2:4][N:5]1[C:9](=[O:10])[C:8]2=[CH:11][CH:12]=[CH:13][CH:14]=[C:7]2[C:6]1=[O:15] |f:1.2,3.4,5.6|. Procedure details: 1.08 g (5.00 mmol) of N-(3-oxobutyl)phthalimide was dissolved in 10 ml of methanol and to the solution was added 0.695 g (10.0 mmol) of hydroxylamine hydrochloride. To this suspension was added 2 ml of 5N aqueous sodium hydroxide solution, followed by being stirred at room temperature for 16 hours. The reaction mixture was poured into 100 ml of saturated aqueous sodium hydrogencarbonate and extracted with chloroform (30 ml×3), and the combined organic layer was dried over magnesium sulfate. Chlo... Starting materials: ClC1=NC2=CC(=CC=C2C(=N1)O)OC (2-chloro-7-methoxyquinazolin-4-ol), N1CCCC1 (pyrrolidine). Run in C1CCOC1 (THF). Reaction conditions: temperature 100 celsius. Yields the product COC1=CC=C2C(=NC(=NC2=C1)N1CCCC1)O (7-methoxy-2-(pyrrolidin-1-yl)quinazolin-4-ol). Reaction SMILES: Cl[C:2]1[N:11]=[C:10]([OH:12])[C:9]2[C:4](=[CH:5][C:6]([O:13][CH3:14])=[CH:7][CH:8]=2)[N:3]=1.[NH:15]1[CH2:19][CH2:18][CH2:17][CH2:16]1>C1COCC1>[CH3:14][O:13][C:6]1[CH:5]=[C:4]2[C:9]([C:10]([OH:12])=[N:11][C:2]([N:15]3[CH2:19][CH2:18][CH2:17][CH2:16]3)=[N:3]2)=[CH:8][CH:7]=1. Reported procedure: 2-chloro-7-methoxyquinazolin-4-ol (165 mg, 0.783 mmol) and pyrrolidine (0.130 mL, 1.567 mmol) were dissolved in THF (2 mL) and heated to 100° C. for 2 h in a sealed tube. The reaction was cooled and the volatiles were removed under vacuum. The crude solid was collected and washed with water, filtered and dried to give 7-methoxy-2-(pyrrolidin-1-yl)quinazolin-4-ol which was carried to the next step without further purification. MS: MS m/z 246.2 (M++1). The reactants are C(O)([O-])=O.[Na+] (sodium hydrogencarbonate), OC1=C(C(N(C2=NC=CC=C12)C1=CC(=CC=C1)C(F)(F)F)=O)C(CC1=C(C=CC=C1)[N+](=O)[O-])=O (4-hydroxy-3-(2-nitrophenylacetyl)-1-(3-trifluoromethylphenyl)-1,8-naphthyridin-2(1H)-one), O.NN (hydrazine monohydrate). The solvent is CN(C)C=O (DMF). Reaction conditions: temperature 115 celsius, time 2 hour. Product: [N+](=O)([O-])C1=C(CC2=NNC3=C2C(N(C=2N=CC=CC32)C3=CC(=CC=C3)C(F)(F)F)=O)C=CC=C1 (3-(2-nitrobenzyl)-5-(3-trifluoromethylphenyl)-1H-pyrazolo[4,3-c][1,8]-naphthyridin-4(5H)-one), crystal. Yield: 92.0%. As a reaction SMILES: O[C:2]1[C:11]2[C:6](=[N:7][CH:8]=[CH:9][CH:10]=2)[N:5]([C:12]2[CH:17]=[CH:16][CH:15]=[C:14]([C:18]([F:21])([F:20])[F:19])[CH:13]=2)[C:4](=[O:22])[C:3]=1[C:23](=O)[CH2:24][C:25]1[CH:30]=[CH:29][CH:28]=[CH:27][C:26]=1[N+:31]([O-:33])=[O:32].O.[NH2:36][NH2:37].C(=O)([O-])O.[Na+]>CN(C=O)C>[N+:31]([C:26]1[CH:27]=[CH:28][CH:29]=[CH:30][C:25]=1[CH2:24][C:23]1[C:3]2[C:4](=[O:22])[N:5]([C:12]3[CH:17]=[CH:16][CH:15]=[C:14]([C:18]([F:19])([F:21])[F:20])[CH:13]=3)[C:6]3[N:7]=[CH:8][CH:9]=[CH:10][C:11]=3[C:2]=2[NH:37][N:36]=1)([O-:33])=[O:32] |f:1.2,3.4|. Procedure details: To a suspension of 4-hydroxy-3-(2-nitrophenylacetyl)-1-(3-trifluoromethylphenyl)-1,8-naphthyridin-2(1H)-one (619 mg, 1.3 mmol) produced in Synthesis Example 37 in DMF (6 mL) was added hydrazine monohydrate (purity of 80%, 233 μL), and the mixture was stirred at 110 to 120° C. for 2 hours. To the reaction solution was added a sodium hydrogencarbonate aqueous solution. The resulting precipitate was separated by filtration, washed with water, and dried to give 3-(2-nitrobenzyl)-5-(3-trifluoromethyl... The product is Oc1nn(-c2ccccc2)cc1CCc1cscn1. Reactants: c1ccc(COc2nn(-c3ccccc3)cc2CCc2cscn2)cc1, CC#N, C[Si](C)(C)I, O. Reaction SMILES: [CH2:1]([c:2]1[cH:3][cH:4][cH:5][cH:6][cH:7]1)[O:8][c:9]1[n:10][n:11](-[c:21]2[cH:22][cH:23][cH:24][cH:25][cH:26]2)[cH:12][c:13]1[CH2:14][CH2:15][c:16]1[n:17][cH:18][s:19][cH:20]1.[CH3:27][C:28]#[N:29].[I:30][Si:31]([CH3:32])([CH3:33])[CH3:34].[OH2:35]>>[OH:8][c:9]1[n:10][n:11](-[c:21]2[cH:22][cH:23][cH:24][cH:25][cH:26]2)[cH:12][c:13]1[CH2:14][CH2:15][c:16]1[n:17][cH:18][s:19][cH:20]1. Procedure: A solution of 4-((6-(2-(isopropylamino)-4-methoxypyrimidin-5-yl)pyridin-3-yl)oxy)-N-methylpicolinamide (0.072 g, 0.183 mmol) in DCE (10 mL) was treated with iodotrimethylsilane (0.497 mL, 3.65 mmol), heated at 50° C. for 20 h, treated with additional iodotrimethylsilane (0.25 mL, 1.84 mmol) and heated at 60° C. for 20 h. The mixture was cooled to RT, treated with DCM/THF (5:1), washed with satd. NaHCO3, 10% sodium bisulfite, then brine. The combined aqueous washes were back-extracted with DCM/TH... As a reaction SMILES: [CH:1]([NH:4][C:5]1[N:10]=[C:9]([O:11]C)[C:8]([C:13]2[N:18]=[CH:17][C:16]([O:19][C:20]3[CH:25]=[CH:24][N:23]=[C:22]([C:26]([NH:28][CH3:29])=[O:27])[CH:21]=3)=[CH:15][CH:14]=2)=[CH:7][N:6]=1)([CH3:3])[CH3:2].I[Si](C)(C)C.C(Cl)Cl.C1COCC1>ClCCCl>[CH:1]([NH:4][C:5]1[NH:10][C:9](=[O:11])[C:8]([C:13]2[N:18]=[CH:17][C:16]([O:19][C:20]3[CH:25]=[CH:24][N:23]=[C:22]([C:26]([NH:28][CH3:29])=[O:27])[CH:21]=3)=[CH:15][CH:14]=2)=[CH:7][N:6]=1)([CH3:3])[CH3:2] |f:2.3|. Yield: 23.0%. Yields the product C(C)(C)NC=1NC(C(=CN1)C1=CC=C(C=N1)OC1=CC(=NC=C1)C(=O)NC)=O (4-((6-(2-(isopropylamino)-6-oxo-1,6-dihydropyrimidin-5-yl)pyridin-3-yl)oxy)-N-methylpicolinamide). Reactants: C(C)(C)NC1=NC=C(C(=N1)OC)C1=CC=C(C=N1)OC1=CC(=NC=C1)C(=O)NC (4-((6-(2-(isopropylamino)-4-methoxypyrimidin-5-yl)pyridin-3-yl)oxy)-N-methylpicolinamide), I[Si](C)(C)C (iodotrimethylsilane), C(Cl)Cl.C1CCOC1 (DCM THF), I[Si](C)(C)C (iodotrimethylsilane). Reaction conditions: temperature 50 celsius. The solvent is ClCCCl (DCE). Run in N1=CC=CC=C1 (pyridine). Yield: 39.5%. Reaction SMILES: [CH2:1]([C:5]1[N:6]([CH2:15][CH2:16][CH3:17])[C:7](=[O:14])[C:8]2[CH:13]=[CH:12][S:11][C:9]=2[N:10]=1)[CH2:2][CH2:3][CH3:4].[Cl:18]N1C(=O)CCC1=O>N1C=CC=CC=1>[CH2:1]([C:5]1[N:6]([CH2:15][CH2:16][CH3:17])[C:7](=[O:14])[C:8]2[CH:13]=[C:12]([Cl:18])[S:11][C:9]=2[N:10]=1)[CH2:2][CH2:3][CH3:4]. Run at temperature 80 celsius, time 3 hour. The product is C(CCC)C=1N(C(C2=C(N1)SC(=C2)Cl)=O)CCC (2-n-butyl-6-chloro-3-propyl-3H-thieno-[2.3-d]pyrimidin-4-one). The reactants are C(CCC)C=1N(C(C2=C(N1)SC=C2)=O)CCC (2-n-butyl-3-propyl-3H-thieno[2.3-d]pyrimidin-4-one), ClN1C(CCC1=O)=O (N-chlorosuccinimide), ClN1C(CCC1=O)=O (NCS). Reported procedure: In a sulfonation flask, 2.0 g (8 mmol) of 2-n-butyl-3-propyl-3H-thieno[2.3-d]pyrimidin-4-one are added, with stirring, to 15 ml of absolute pyridine. The internal temperature is then raised to 80° C. and then 1.87 g (14 mmol) of N-chlorosuccinimide (NCS) are added in smallish portions. After stirring for 3 hours at 90° C. 1.0 g of NCS is added and the mixture is stirred another 3 hours at 90° C. The pyridine is removed in a water-jet vacuum and the crude product so obtained is purified by column...